This data is from the Open Reaction Database (ORD), a public repository of structured organic reaction records. The task is: describe an organic reaction: reactants, conditions, products, and yield The reactants are COC1=C(CN(S(=O)(=O)C2=CC3=C(NC(O3)=O)C=C2F)C2=NC=NS2)C=CC(=C1)OC (N-(2,4-dimethoxybenzyl)-5-fluoro-2-oxo-N-(1,2,4-thiadiazol-5-yl)-2,3-dihydrobenzo[d]oxazole-6-sulfonamide), N(=N\C(=O)OC(C)(C)C)/C(=O)OC(C)(C)C ((E)-di-tert-butyl diazene-1,2-dicarboxylate), C1(=CC=CC=C1)P(C1=CC=CC=C1)C1=CC=CC=C1 (triphenylphosphine), OCC1=C2C=C(N=CC2=CC=C1)NC(OC(C)(C)C)=O (tert-butyl (5-(hydroxymethyl)isoquinolin-3-yl)carbamate). The solvent is C1CCOC1 (THF), C1CCOC1 (THF). Run at temperature 0 celsius, time 2 hour. Yields the product NC=1N=CC2=CC=CC(=C2C1)CN1C(OC2=C1C=C(C(=C2)S(=O)(=O)NC2=NC=NS2)F)=O (3-((3-Aminoisoquinolin-5-yl)methyl)-5-fluoro-2-oxo-N-(1,2,4-thiadiazol-5-yl)-2,3-dihydrobenzo[d]oxazole-6-sulfonamide). RXN SMILES: COC1C=C(OC)C=CC=1C[N:6]([C:21]1[S:25][N:24]=[CH:23][N:22]=1)[S:7]([C:10]1[C:19]([F:20])=[CH:18][C:13]2[NH:14][C:15](=[O:17])[O:16][C:12]=2[CH:11]=1)(=[O:9])=[O:8].N(/C(OC(C)(C)C)=O)=N\C(OC(C)(C)C)=O.C1(P(C2C=CC=CC=2)C2C=CC=CC=2)C=CC=CC=1.O[CH2:68][C:69]1[CH:78]=[CH:77][CH:76]=[C:75]2[C:70]=1[CH:71]=[C:72]([NH:79]C(=O)OC(C)(C)C)[N:73]=[CH:74]2>C1COCC1>[NH2:79][C:72]1[N:73]=[CH:74][C:75]2[C:70]([CH:71]=1)=[C:69]([CH2:68][N:14]1[C:13]3[CH:18]=[C:19]([F:20])[C:10]([S:7]([NH:6][C:21]4[S:25][N:24]=[CH:23][N:22]=4)(=[O:9])=[O:8])=[CH:11][C:12]=3[O:16][C:15]1=[O:17])[CH:78]=[CH:77][CH:76]=2. Procedure: N-(2,4-dimethoxybenzyl)-5-fluoro-2-oxo-N-(1,2,4-thiadiazol-5-yl)-2,3-dihydrobenzo[d]oxazole-6-sulfonamide (50 mg, 0.107 mmol), (E)-di-tert-butyl diazene-1,2-dicarboxylate (49.4 mg, 0.214 mmol) and triphenylphosphine (56.2 mg, 0.214 mmol) were added to a 5 mL RB flask. Then THF was added and r×n mixture was stirred at 0° C. for 10 min before addition of tert-butyl (5-(hydroxymethyl)isoquinolin-3-yl)carbamate (29.4 mg, 0.107 mmol) in THF. After stirring at 0° C. for 2 h, the reaction was filtered ...